This data is from the Open Reaction Database (ORD), a public repository of structured organic reaction records. The task is: describe an organic reaction: reactants, conditions, products, and yield Starting materials: O=C([O-])O, CC(=O)O, ClI, Cc1cn(-c2ccc(N)c(C)c2)cn1, [Na+]. Yields the product Cc1cn(-c2cc(C)c(N)c(I)c2)cn1. RXN SMILES: [C:17](=[O:18])([OH:19])[O-:20].[CH3:22][C:23](=[O:24])[OH:25].[I:15][Cl:16].[NH2:1][c:2]1[c:3]([CH3:14])[cH:4][c:5](-[n:8]2[cH:9][n:10][c:11]([CH3:13])[cH:12]2)[cH:6][cH:7]1.[Na+:21]>>[NH2:1][c:2]1[c:3]([CH3:14])[cH:4][c:5](-[n:8]2[cH:9][n:10][c:11]([CH3:13])[cH:12]2)[cH:6][c:7]1[I:15]. The reactants are C1(=CC=CC=C1)C1=CC=CC=2N1N=C(N2)NC2=CC1=C(C=NO1)C=C2 (N-(5-Phenyl-[1,2,4]triazolo[1,5-a]pyridin-2-yl)benzo[d]isoxazol-6-amine), C1(=CC=CC=C1)NC1=NN2C(C=CC=C2C2=CC=CC=C2)=N1 (N,5-diphenyl-[1,2,4]triazolo[1,5-a]pyridin-2-amine), C1(=CC=CC=C1)C1=CC=CC=2N1N=C(N2)N (5-phenyl-[1,2,4]triazolo[1,5-a]pyridin-2-amine), BrC1=CC(=C(C=O)C=C1)F (4-bromo-2-fluoro-benzaldehyde). Yields the product FC1=C(C=O)C=CC(=C1)NC1=NN2C(C=CC=C2C2=CC=CC=C2)=N1 (2-Fluoro-4-(5-phenyl-[1,2,4]triazolo[1,5-a]pyridin-2-ylamino)benzaldehyde). RXN SMILES: [C:1]1([C:7]2[N:12]3[N:13]=[C:14]([NH:16][C:17]4[CH:25]=[CH:24][C:20]5[CH:21]=N[O:23][C:19]=5[CH:18]=4)[N:15]=[C:11]3[CH:10]=[CH:9][CH:8]=2)[CH:6]=[CH:5][CH:4]=[CH:3][CH:2]=1.C1(C2N3N=C(N)N=C3C=CC=2)C=CC=CC=1.BrC1C=CC(C=O)=C([F:51])C=1.C1(NC2N=C3C=CC=C(C4C=CC=CC=4)N3N=2)C=CC=CC=1>>[F:51][C:21]1[CH:18]=[C:17]([NH:16][C:14]2[N:15]=[C:11]3[CH:10]=[CH:9][CH:8]=[C:7]([C:1]4[CH:2]=[CH:3][CH:4]=[CH:5][CH:6]=4)[N:12]3[N:13]=2)[CH:25]=[CH:24][C:20]=1[CH:19]=[O:23]. Reported procedure: N-(5-Phenyl-[1,2,4]triazolo[1,5-a]pyridin-2-yl)benzo[d]isoxazol-6-amine. 2-Fluoro-4-(5-phenyl-[1,2,4]triazolo[1,5-a]pyridin-2-ylamino)benzaldehyde was prepared from 5-phenyl-[1,2,4]triazolo[1,5-a]pyridin-2-amine and 4-bromo-2-fluoro-benzaldehyde following the procedure described for the synthesis of N,5-diphenyl-[1,2,4]triazolo[1,5-a]pyridin-2-amine. Reactants: COC(=O)C(Br)c1cccc(F)c1, CC#N, Nc1cc(F)c(F)c(F)c1. The product is COC(=O)C(Nc1cc(F)c(F)c(F)c1)c1cccc(F)c1. As a reaction SMILES: [Br:1][CH:2]([C:3](=[O:4])[O:5][CH3:6])[c:7]1[cH:8][c:9]([F:13])[cH:10][cH:11][cH:12]1.[CH3:24][C:25]#[N:26].[F:14][c:15]1[cH:16][c:17]([NH2:18])[cH:19][c:20]([F:23])[c:21]1[F:22]>>[CH:2]([C:3](=[O:4])[O:5][CH3:6])([c:7]1[cH:8][c:9]([F:13])[cH:10][cH:11][cH:12]1)[NH:18][c:17]1[cH:16][c:15]([F:14])[c:21]([F:22])[c:20]([F:23])[cH:19]1.